This data is from the Open Reaction Database (ORD), a public repository of structured organic reaction records. The task is: describe an organic reaction: reactants, conditions, products, and yield Starting materials: NCC(=O)[C@H]1[C@@](O[C@@H]([C@H]([C@@H]1O)O)CO)(N(C(CCCCCCC\C=C/CCCCCCCC)=O)CCCCCCCCCCCCCC)N (N-(2-glycyl-amino-2-deoxy-β-D-glucopyranosyl)-N-tetradecyl-oleamide), C(C)(C)(C)OC(=O)NCC(=O)NCC(=O)O (N-tert-butyloxycarbonyl-glycyl-glycine). The solvent is O1CCCC1 (tetrahydrofuran). The product is C(C)(C)(C)OC(=O)NCC(=O)NCC(=O)NCC(=O)[C@H]1[C@@](O[C@@H]([C@H]([C@@H]1O)O)CO)(N(C(CCCCCCC\C=C/CCCCCCCC)=O)CCCCCCCCCCCCCC)N (N-[2-(N-tert-Butyloxycarbonyl-glycyl-glycyl-glycyl)-amino-2-deoxy-β-D-glucopyranosyl]-N-tetradecyl-oleamide). The yield is 74.0%. RXN SMILES: [NH2:1][CH2:2][C:3]([C@@H:5]1[C@@H:10]([OH:11])[C@H:9]([OH:12])[C@@H:8]([CH2:13][OH:14])[O:7][C@@:6]1([NH2:49])[N:15]([CH2:35][CH2:36][CH2:37][CH2:38][CH2:39][CH2:40][CH2:41][CH2:42][CH2:43][CH2:44][CH2:45][CH2:46][CH2:47][CH3:48])[C:16](=[O:34])[CH2:17][CH2:18][CH2:19][CH2:20][CH2:21][CH2:22][CH2:23]/[CH:24]=[CH:25]\[CH2:26][CH2:27][CH2:28][CH2:29][CH2:30][CH2:31][CH2:32][CH3:33])=[O:4].[C:50]([O:54][C:55]([NH:57][CH2:58][C:59]([NH:61][CH2:62][C:63](O)=[O:64])=[O:60])=[O:56])([CH3:53])([CH3:52])[CH3:51]>O1CCCC1>[C:50]([O:54][C:55]([NH:57][CH2:58][C:59]([NH:61][CH2:62][C:63]([NH:1][CH2:2][C:3]([C@@H:5]1[C@@H:10]([OH:11])[C@H:9]([OH:12])[C@@H:8]([CH2:13][OH:14])[O:7][C@@:6]1([NH2:49])[N:15]([CH2:35][CH2:36][CH2:37][CH2:38][CH2:39][CH2:40][CH2:41][CH2:42][CH2:43][CH2:44][CH2:45][CH2:46][CH2:47][CH3:48])[C:16](=[O:34])[CH2:17][CH2:18][CH2:19][CH2:20][CH2:21][CH2:22][CH2:23]/[CH:24]=[CH:25]\[CH2:26][CH2:27][CH2:28][CH2:29][CH2:30][CH2:31][CH2:32][CH3:33])=[O:4])=[O:64])=[O:60])=[O:56])([CH3:53])([CH3:52])[CH3:51]. Procedure: from N-(2-glycyl-amino-2-deoxy-β-D-glucopyranosyl)-N-tetradecyl-oleamide and N-tert-butyloxycarbonyl-glycyl-glycine. Yield 74%. [α]D =+14.2° (c=1.00, tetrahydrofuran). The reactants are ClC1=CC=C(OCC=2NC3=C(N2)C=CC=C3OCC3=CC=CC=C3)C=C1 (2-(4-chlorophenoxymethyl)-4-benzyloxy-benzimidazole), [H-].[Na+] (sodium hydride), C(C)(C)(C)OC(=O)N1CC(CCC1)CCCBr ((RS) 3-[1-(t-butoxycarbonyl)piperidin-3-yl]propyl bromide). Run in CN(C=O)C (N,N-dimethylformamide). Yields the product ClC1=CC=C(OCC2=NC3=C(N2CCCC2CN(CCC2)C(=O)OC(C)(C)C)C=CC=C3OCC3=CC=CC=C3)C=C1 ((RS) 2-(4-chlorophenoxymethyl)-4-benzyloxy-1-[3-[1-(t-butoxycarbonyl)piperidin-3-yl]propyl]-benzimidazole). The yield is 38.0%. Reaction SMILES: [Cl:1][C:2]1[CH:26]=[CH:25][C:5]([O:6][CH2:7][C:8]2[NH:9][C:10]3[C:16]([O:17][CH2:18][C:19]4[CH:24]=[CH:23][CH:22]=[CH:21][CH:20]=4)=[CH:15][CH:14]=[CH:13][C:11]=3[N:12]=2)=[CH:4][CH:3]=1.[H-].[Na+].[C:29]([O:33][C:34]([N:36]1[CH2:41][CH2:40][CH2:39][CH:38]([CH2:42][CH2:43][CH2:44]Br)[CH2:37]1)=[O:35])([CH3:32])([CH3:31])[CH3:30]>CN(C)C=O>[Cl:1][C:2]1[CH:3]=[CH:4][C:5]([O:6][CH2:7][C:8]2[N:12]([CH2:44][CH2:43][CH2:42][CH:38]3[CH2:39][CH2:40][CH2:41][N:36]([C:34]([O:33][C:29]([CH3:30])([CH3:32])[CH3:31])=[O:35])[CH2:37]3)[C:11]3[CH:13]=[CH:14][CH:15]=[C:16]([O:17][CH2:18][C:19]4[CH:20]=[CH:21][CH:22]=[CH:23][CH:24]=4)[C:10]=3[N:9]=2)=[CH:25][CH:26]=1 |f:1.2|. Procedure: A solution of 2-(4-chlorophenoxymethyl)-4-benzyloxy-benzimidazole (720 mg, 1.97 mmol, 1.0 eq) in dry N,N-dimethylformamide (8 ml, 0.25 M) was treated with sodium hydride (60% in mineral oil, 57 mg, 2.30 mmol, 1.2 eq). The resulting mixture was stirred at room temperature for thirty minutes and then (RS) 3-[1-(t-butoxycarbonyl)piperidin-3-yl]propyl bromide (7.24 mg, 2.36 mmol, 1.2 eq) was added to the reaction mixture. The resulting mixture was stirred at 70° C. for three hours. The reaction was ... Yield: 29.5%. Procedure details: 4-[3-(5,6-dimethoxy-3-methyl-1,4-benzoquinon-2-ylmethyl)phenyl]-n-butyric acid (73 mg, 0.20 mmol) obtained in Example 62 and thiomorpholine (0.030 ml, 0.30 mmol) were used, and a method similar to that described in Example 46 was employed to obtain the title compound (26 mg, 0.059 mmol, yield 29%). Yields the product COC=1C(C(=C(C(C1OC)=O)CC=1C=C(C=CC1)CCCC(=O)N1CCSCC1)C)=O (N-[4-[3-(5,6-dimethoxy-3-methyl-1,4-benzoquinon-2-ylmethyl)phenyl]butanoyl]thiomorpholine). As a reaction SMILES: [CH3:1][O:2][C:3]1[C:4](=[O:26])[C:5]([CH3:25])=[C:6]([CH2:12][C:13]2[CH:14]=[C:15]([CH2:19][CH2:20][CH2:21][C:22]([OH:24])=O)[CH:16]=[CH:17][CH:18]=2)[C:7](=[O:11])[C:8]=1[O:9][CH3:10].[NH:27]1[CH2:32][CH2:31][S:30][CH2:29][CH2:28]1>>[CH3:1][O:2][C:3]1[C:4](=[O:26])[C:5]([CH3:25])=[C:6]([CH2:12][C:13]2[CH:14]=[C:15]([CH2:19][CH2:20][CH2:21][C:22]([N:27]3[CH2:32][CH2:31][S:30][CH2:29][CH2:28]3)=[O:24])[CH:16]=[CH:17][CH:18]=2)[C:7](=[O:11])[C:8]=1[O:9][CH3:10]. Reactants: COC=1C(C(=C(C(C1OC)=O)CC=1C=C(C=CC1)CCCC(=O)O)C)=O (4-[3-(5,6-dimethoxy-3-methyl-1,4-benzoquinon-2-ylmethyl)phenyl]-n-butyric Acid), N1CCSCC1 (thiomorpholine). Starting materials: ClC=1C=CC2=C(C(=C(S2)S(=O)(=O)Cl)C)C1 (5-chloro-3-methyl-benzothiophene-2-sulfonyl chloride), NC=1C=C(C=CC1)C1=NN=NN1 (5-(3-aminophenyl)tetrazole). Product: ClC=1C=CC2=C(C(=C(S2)S(=O)(=O)NC2=CC(=CC=C2)C2=NN=NN2)C)C1 (5-Chloro-3-methyl-N-[3-(1H-tetrazol-5-yl)phenyl]-1-benzothiophene-2-sulfonamide). The yield is 39.4%. Reaction SMILES: [Cl:1][C:2]1[CH:3]=[CH:4][C:5]2[S:9][C:8]([S:10](Cl)(=[O:12])=[O:11])=[C:7]([CH3:14])[C:6]=2[CH:15]=1.[NH2:16][C:17]1[CH:18]=[C:19]([C:23]2[NH:27][N:26]=[N:25][N:24]=2)[CH:20]=[CH:21][CH:22]=1>>[Cl:1][C:2]1[CH:3]=[CH:4][C:5]2[S:9][C:8]([S:10]([NH:16][C:17]3[CH:22]=[CH:21][CH:20]=[C:19]([C:23]4[NH:27][N:26]=[N:25][N:24]=4)[CH:18]=3)(=[O:12])=[O:11])=[C:7]([CH3:14])[C:6]=2[CH:15]=1. Reported procedure: The product was prepared according to General Procedure 1, described in Example 1, starting from 5-chloro-3-methyl-benzothiophene-2-sulfonyl chloride (15 mg, 0.055 mmol) and 5-(3-aminophenyl)tetrazole (8 mg, 0.05 mmol) giving 8 mg (40%) of the title product. MS (ESI+) calcd for C16H12ClN5O2S2 405.012094, found 405.012744. The reactants are O=C(O)c1cc(Cl)cc(Cl)n1, CCCNC. Reagents/catalysts: CCN=C=NCCCN(C)C.Cl (EDC-HCl), CN1CCOCC1 (NMM), C1=CC=C2C(=C1)C(=O)N(C2=O)O (N-Hydroxyphthalimide). Run in CN(C)C=O (DMF), CN(C)C=O (DMF), CN(C)C=O (DMF), CN(C)C=O (DMF), CN(C)C=O (DMF), CN(C)C=O (DMF). Conditions: temperature 25 celsius, time 2 hour. Yields the product CCCN(C)C(=O)c1cc(Cl)cc(Cl)n1. Isolated yield 42.6%. Reaction SMILES: CCCNC.O=C(O)c1cc(Cl)cc(Cl)n1.CCN=C=NCCCN(C)C.Cl.C1=CC=C2C(=C1)C(=O)N(C2=O)O.CN1CCOCC1.CN(C)C=O>>CCCN(C)C(=O)c1cc(Cl)cc(Cl)n1. Reactants: CCN=C=NCCCN(C)C, ClC(Cl)Cl, Cl, CC(C)(C)OC(=O)N1CCCC1c1ccc(N)cc1F, c1ccncc1, O=C(O)c1cnccn1. Yields the product CC(C)(C)OC(=O)N1CCCC1c1ccc(NC(=O)c2cnccn2)cc1F. As a reaction SMILES: [CH3:11][N:12]([CH3:13])[CH2:14][CH2:15][CH2:16][N:17]=[C:18]=[N:19][CH2:20][CH3:21].[CH:48]([Cl:49])([Cl:50])[Cl:51].[ClH:10].[NH2:28][c:29]1[cH:30][c:31]([F:47])[c:32]([CH:35]2[N:36]([C:40](=[O:41])[O:42][C:43]([CH3:44])([CH3:45])[CH3:46])[CH2:37][CH2:38][CH2:39]2)[cH:33][cH:34]1.[cH:22]1[cH:23][cH:24][n:25][cH:26][cH:27]1.[n:1]1[c:2]([C:7](=[O:8])[OH:9])[cH:3][n:4][cH:5][cH:6]1>>[n:1]1[c:2]([C:7](=[O:9])[NH:28][c:29]2[cH:30][c:31]([F:47])[c:32]([CH:35]3[N:36]([C:40](=[O:41])[O:42][C:43]([CH3:44])([CH3:45])[CH3:46])[CH2:37][CH2:38][CH2:39]3)[cH:33][cH:34]2)[cH:3][n:4][cH:5][cH:6]1.